describe an organic reaction: reactants, conditions, products, and yield From a dataset of the Open Reaction Database (ORD), a public repository of structured organic reaction records. Reactants: CCOC(=O)CC#N, CC(=O)O, CCO, CCOC(C)=O, CC(=O)c1cc(C)c(I)s1. Product: CCOC(=O)C(C#N)=C(C)c1cc(C)c(I)s1. Reaction SMILES: [C:15](#[N:16])[CH2:17][C:18](=[O:19])[O:20][CH2:21][CH3:22].[CH3:1][C:2](=[O:3])[OH:4].[CH3:23][CH2:24][OH:25].[CH3:26][CH2:27][O:28][C:29]([CH3:30])=[O:31].[I:5][c:6]1[c:7]([CH3:14])[cH:8][c:9]([C:11]([CH3:12])=[O:13])[s:10]1>>[I:5][c:6]1[c:7]([CH3:14])[cH:8][c:9]([C:11]([CH3:12])=[C:17]([C:15]#[N:16])[C:18](=[O:19])[O:20][CH2:21][CH3:22])[s:10]1. Reactants: BrCC1=CC=CC2=CC=CC=C12 (1-(bromomethyl)naphthalene), ClC=1N=CNC1Cl (4,5-dichloroimidazole), [OH-].[K+] (Potassium hydroxide), BrCCCCC(=O)O (5-bromopentanoic acid), Br (HBr). The solvent is C(C)#N (acetonitrile). The product is [Br-].C(=O)(O)CCCCN1C=[N+](C(=C1Cl)Cl)CC1=CC=CC2=CC=CC=C12 (1-(4-carboxybutyl)-4,5-dichloro-3-(naphthalen-1-ylmethyl)-1H-imidazol-3-ium bromide). RXN SMILES: [Cl:1][C:2]1[N:3]=[CH:4][NH:5][C:6]=1[Cl:7].[OH-].[K+].[Br:10][CH2:11][CH2:12][CH2:13][CH2:14][C:15]([OH:17])=[O:16].Br[CH2:19][C:20]1[C:29]2[C:24](=[CH:25][CH:26]=[CH:27][CH:28]=2)[CH:23]=[CH:22][CH:21]=1.Br>C(#N)C>[Br-:10].[C:15]([CH2:14][CH2:13][CH2:12][CH2:11][N:3]1[C:2]([Cl:1])=[C:6]([Cl:7])[N+:5]([CH2:19][C:20]2[C:29]3[C:24](=[CH:25][CH:26]=[CH:27][CH:28]=3)[CH:23]=[CH:22][CH:21]=2)=[CH:4]1)([OH:17])=[O:16] |f:1.2,7.8|. Reported procedure: 4,5-dichloroimidazole (1.00 g, 7.36 mmol) was dissolved in acetonitrile. Potassium hydroxide (0.828 g, 14.72 mmol) was added to the solution and allowed to reflux for 30 min. 1 equivalent of 5-bromopentanoic acid (1.33 g, 7.36 mmol) was added to the solution and refluxed for 5 h. Solution was filtered to remove the KBr precipitate and placed back onto reflux. An equivalent of 1-(bromomethyl)naphthalene (1.63 g, 7.36 mmol) was added to solution and refluxed for 2.5 h. The solution was neutralized... Reactants: ClC1=C(C=CC(=C1)F)/C(=C(/C=1C=C2C=NNC2=CC1)\C1=CC=C(C=C1)/C=C/C(=O)O)/CC ((E)-3-(4-((E)-2-(2-chloro-4-fluorophenyl)-1-(1H-indazol-5-yl)but-1-en-1-yl)phenyl)acrylic acid), ClC1=C(C=CC(=C1)F)/C(=C(/C=1C=C2C=NNC2=CC1)\C1=CC=C(C=C1)/C=C/C(=O)O)/CC ((E)-3-(4-((E)-2-(2-chloro-4-fluorophenyl)-1-(1H-indazol-5-yl)but-1-en-1-yl)phenyl)acrylic acid), C(C)(=O)OC(C)=O (acetic anhydride). The reagents and catalysts are CN(C1=CC=NC=C1)C (N,N-dimethylpyridin-4-amine). Run in C(Cl)Cl (DCM). Product: C(C)(=O)N1N=CC2=CC(=CC=C12)\C(=C(/CC)\C1=C(C=C(C=C1)F)Cl)\C1=CC=C(C=C1)/C=C/C(=O)O ((E)-3-(4-((E)-1-(1-Acetyl-1H-indazol-5-yl)-2-(2-chloro-4-fluorophenyl)but-1-en-1-yl)phenyl)acrylic acid). Reaction SMILES: [Cl:1][C:2]1[CH:7]=[C:6]([F:8])[CH:5]=[CH:4][C:3]=1/[C:9](/[CH2:31][CH3:32])=[C:10](\[C:20]1[CH:25]=[CH:24][C:23](/[CH:26]=[CH:27]/[C:28]([OH:30])=[O:29])=[CH:22][CH:21]=1)/[C:11]1[CH:12]=[C:13]2[C:17](=[CH:18][CH:19]=1)[NH:16][N:15]=[CH:14]2.[C:33](OC(=O)C)(=[O:35])[CH3:34]>C(Cl)Cl.CN(C)C1C=CN=CC=1>[C:33]([N:16]1[C:17]2[C:13](=[CH:12][C:11](/[C:10](/[C:20]3[CH:25]=[CH:24][C:23](/[CH:26]=[CH:27]/[C:28]([OH:30])=[O:29])=[CH:22][CH:21]=3)=[C:9](/[C:3]3[CH:4]=[CH:5][C:6]([F:8])=[CH:7][C:2]=3[Cl:1])\[CH2:31][CH3:32])=[CH:19][CH:18]=2)[CH:14]=[N:15]1)(=[O:35])[CH3:34]. Procedure: To a solution of (E)-3-(4-((E)-2-(2-chloro-4-fluorophenyl)-1-(1H-indazol-5-yl)but-1-en-1-yl)phenyl)acrylic acid (0.25 g, 0.56 mmol; Compound 195) in DCM (5.6 mL) at room temperature, acetic anhydride (57 mg, 0.56 mmol) was added followed by N,N-dimethylpyridin-4-amine (6 mg, 0.056 mmol). The reaction was stirred at room temperature over the weekend, quenched with water, and then extracted with DCM (2×50 mL). The combined organic layers were washed with water, brine, dried over sodium sulfate, fi... Reactants: C1=CC=CC=2CN(CC3=C(C21)C=CC=C3)C(=O)N (5,7-dihydro-6H-dibenz[c,e]azepine-6-carboxamide), C(Cl)(Cl)Cl (chloroform), [OH-].[Na+] (sodium hydroxide). Solvent: C(C)N(CC)CC (triethylamine). Run at time 1 hour. Yields the product C1=CC=CC=2CN(CC3=C(C21)C=CC=C3)C#N (5,7-dihydro-6H-dibenz[c,e]azepine-6-carbonitrile). RXN SMILES: [CH:1]1[C:11]2[C:10]3[CH:12]=[CH:13][CH:14]=[CH:15][C:9]=3[CH2:8][N:7]([C:16]([NH2:18])=O)[CH2:6][C:5]=2[CH:4]=[CH:3][CH:2]=1.C(Cl)(Cl)Cl.[OH-].[Na+]>C(N(CC)CC)C>[CH:1]1[C:11]2[C:10]3[CH:12]=[CH:13][CH:14]=[CH:15][C:9]=3[CH2:8][N:7]([C:16]#[N:18])[CH2:6][C:5]=2[CH:4]=[CH:3][CH:2]=1 |f:2.3|. Reported procedure: A mixture of 1.19 g of 5,7-dihydro-6H-dibenz[c,e]azepine-6-carboxamide (see Example 10), 12 ml of chloroform, 2.7 ml of 50% sodium hydroxide solution and 50 mg of triethylamine is stirred at room temperature for 1 hour. The reaction mixture is then poured onto ice/water and the whole is extracted with methylene chloride. The extracts are washed with water, dried over anhydrous sodium sulphate and evaporated, and the residue is purified by flash chromatography on silica gel [eluent: n-hexane/ethy... The reactants are ClC1=CSC=2C1=NC(=CC2)CCl (3-chloro-5-(chloromethyl)thieno[3,2-b]-pyridine), P(C1=CC=CC=C1)(C1=CC=CC=C1)C1=CC=CC=C1 (P(Ph)3). Run in CC#N (CH3CN). The product is [Cl-].ClC1=CSC=2C1=NC(=CC2)C[P+](C2=CC=CC=C2)(C2=CC=CC=C2)C2=CC=CC=C2 (((3-Chlorothieno[3,2-b]pyridin-5-yl)methyl)triphenylphosphonium chloride). The yield is 159.0%. Reaction SMILES: [Cl:1][C:2]1[C:6]2=[N:7][C:8]([CH2:11]Cl)=[CH:9][CH:10]=[C:5]2[S:4][CH:3]=1.[P:13]([C:26]1[CH:31]=[CH:30][CH:29]=[CH:28][CH:27]=1)([C:20]1[CH:25]=[CH:24][CH:23]=[CH:22][CH:21]=1)[C:14]1[CH:19]=[CH:18][CH:17]=[CH:16][CH:15]=1>CC#N>[Cl-:1].[Cl:1][C:2]1[C:6]2=[N:7][C:8]([CH2:11][P+:13]([C:20]3[CH:21]=[CH:22][CH:23]=[CH:24][CH:25]=3)([C:26]3[CH:31]=[CH:30][CH:29]=[CH:28][CH:27]=3)[C:14]3[CH:15]=[CH:16][CH:17]=[CH:18][CH:19]=3)=[CH:9][CH:10]=[C:5]2[S:4][CH:3]=1 |f:3.4|. Reported procedure: To a solution of 3-chloro-5-(chloromethyl)thieno[3,2-b]-pyridine (1.2 g, 5.5 mmol) in CH3CN (20 mL) was added P(Ph)3 (2.88 g, 11 mmol). The mixture was refluxed for 20 hr. and was then evaporated to dryness. Et2O (8 mL) was added. The mixture was stirred vigorously and the crystalline salt was filtered and washed with more Et2O to give. 2.1 g (81%) of the title compound.